Dataset: the Open Reaction Database (ORD), a public repository of structured organic reaction records. Task: describe an organic reaction: reactants, conditions, products, and yield Reactants: O=C(O)C=Cc1ccccc1, CCN1C(=O)C(C)(C)c2cc3[nH]c(-c4n[nH]cc4N)nc3cc21. Product: CCN1C(=O)C(C)(C)c2cc3[nH]c(-c4n[nH]cc4NC(=O)C=Cc4ccccc4)nc3cc21. As a reaction SMILES: [C:24]([CH:25]=[CH:26][c:27]1[cH:28][cH:29][cH:30][cH:31][cH:32]1)(=[O:33])[OH:34].[NH2:1][c:2]1[c:3](-[c:7]2[n:8][c:9]3[c:10]([cH:11][c:12]4[c:16]([cH:17]3)[N:15]([CH2:18][CH3:19])[C:14](=[O:20])[C:13]4([CH3:21])[CH3:22])[nH:23]2)[n:4][nH:5][cH:6]1>>[NH:1]([c:2]1[c:3](-[c:7]2[n:8][c:9]3[c:10]([cH:11][c:12]4[c:16]([cH:17]3)[N:15]([CH2:18][CH3:19])[C:14](=[O:20])[C:13]4([CH3:21])[CH3:22])[nH:23]2)[n:4][nH:5][cH:6]1)[C:24]([CH:25]=[CH:26][c:27]1[cH:28][cH:29][cH:30][cH:31][cH:32]1)=[O:33]. The reactants are Cl (hydrochloric acid), OC1=CC=NC=C1 (4-hydroxypyridine), C(#N)C=P(CCCC)(CCCC)CCCC (cyanomethylenetributylphosphorane), F[C@H](CO)C ((2S)-2-fluoro-1-propanol). The solvent is C(C)(=O)OCC (ethyl acetate), C1(=CC=CC=C1)C (toluene). The product is F[C@H](COC1=CC=NC=C1)C (4-{[(2S)-2-fluoropropyl]oxy}pyridine). Isolated yield 89.9%. RXN SMILES: [OH:1][C:2]1[CH:7]=[CH:6][N:5]=[CH:4][CH:3]=1.C(C=P(CCCC)(CCCC)CCCC)#N.[F:24][C@@H:25]([CH3:28])[CH2:26]O.Cl>C1(C)C=CC=CC=1.C(OCC)(=O)C>[F:24][C@@H:25]([CH3:28])[CH2:26][O:1][C:2]1[CH:7]=[CH:6][N:5]=[CH:4][CH:3]=1. Procedure details: A solution of 1.5 g of 4-hydroxypyridine, 7.6 g of cyanomethylenetributylphosphorane, and 1.4 g of (2S)-2-fluoro-1-propanol in 20 mL of toluene was stirred at 105° C. overnight. To the reaction mixture were added 1 M hydrochloric acid and ethyl acetate, and the organic layer was separated. The aqueous layer was adjusted to pH 11 by the addition of a 1 M aqueous sodium hydroxide solution, and extracted with ethyl acetate. The organic layer was washed with saturated brine and dried over anhydrous ...